From a dataset of the Open Reaction Database (ORD), a public repository of structured organic reaction records. describe an organic reaction: reactants, conditions, products, and yield The reactants are COc1cc(Br)cc(CCO)c1O, C[Si](C)(C)[N-][Si](C)(C)C, CCOC(C)=O, [Cl-], ClCBr, [NH4+], [Na+], CN(C)C=O. Yields the product COc1cc(Br)cc2c1OCOCC2. RXN SMILES: [Br:1][c:2]1[cH:3][c:4]([CH2:11][CH2:12][OH:13])[c:5]([OH:10])[c:6]([O:8][CH3:9])[cH:7]1.[CH3:14][Si:15]([N-:16][Si:17]([CH3:18])([CH3:19])[CH3:20])([CH3:21])[CH3:22].[CH3:34][CH2:35][O:36][C:37](=[O:38])[CH3:39].[Cl-:27].[Cl:24][CH2:25][Br:26].[NH4+:28].[Na+:23].[O:29]=[CH:30][N:31]([CH3:32])[CH3:33]>>[Br:1][c:2]1[cH:3][c:4]2[c:5]([c:6]([O:8][CH3:9])[cH:7]1)[O:10][CH2:14][O:13][CH2:12][CH2:11]2.